This data is from the Open Reaction Database (ORD), a public repository of structured organic reaction records. The task is: describe an organic reaction: reactants, conditions, products, and yield Reactants: O1C(=CC=C1)C(=O)NN (2-furancarboxylic acid hydrazide), COC1=CC=C(CN=C=S)C=C1 (4-methoxybenzyl isothiocyanate), FC(C1=CC=C(CBr)C=C1)(F)F (4-trifluoromethylbenzyl bromide). The product is O1C(=CC=C1)C1=NN=C(N1CC1=CC=C(C=C1)OC)SCC1=CC=C(C=C1)C(F)(F)F (3-(2-furyl)-4(4-methoxybenzyl)-5-{[4-(trifluoromethyl)benzyl]thio}-4H-1,2,4-triazole). RXN SMILES: [O:1]1[CH:5]=[CH:4][CH:3]=[C:2]1[C:6]([NH:8][NH2:9])=O.[CH3:10][O:11][C:12]1[CH:21]=[CH:20][C:15]([CH2:16][N:17]=[C:18]=[S:19])=[CH:14][CH:13]=1.[F:22][C:23]([F:33])([F:32])[C:24]1[CH:31]=[CH:30][C:27]([CH2:28]Br)=[CH:26][CH:25]=1>>[O:1]1[CH:5]=[CH:4][CH:3]=[C:2]1[C:6]1[N:17]([CH2:16][C:15]2[CH:20]=[CH:21][C:12]([O:11][CH3:10])=[CH:13][CH:14]=2)[C:18]([S:19][CH2:28][C:27]2[CH:26]=[CH:25][C:24]([C:23]([F:22])([F:32])[F:33])=[CH:31][CH:30]=2)=[N:9][N:8]=1. Reported procedure: This compound was synthesized using the same methodology as described in Example 1 above, using 2-furancarboxylic acid hydrazide, 4-methoxybenzyl isothiocyanate and 4-trifluoromethylbenzyl bromide as the starting materials. (M+H)+−446. Starting materials: C(=O)(O)C1=C(C(=O)NC2[C@@H]3N(C(=C(CS3)COC(C)=O)C(=O)OC(C)(C)C)C2=O)C=CC=C1 (t-butyl 7-(2-carboxybenzamido)-3-acetoxymethyl-3-cephem-4-carboxylate), Cl.NC1[C@@H]2N(C(=C(CS2)COC(C)=O)C(=O)OC(C)(C)C)C1=O (t-butyl 7-amino-3-acetoxymethyl-3-cephem-4-carboxylate hydrochloride). Product: NC1[C@@H]2N(C(=C(CS2)COC(C)=O)C(=O)OC(C)(C)C)C1=O (t-Butyl 7-amino-3-acetoxymethyl-3-cephem-4-carboxylate). RXN SMILES: C(C1C=CC=CC=1C([NH:8][CH:9]1[C:28](=[O:29])[N:11]2[C:12]([C:21]([O:23][C:24]([CH3:27])([CH3:26])[CH3:25])=[O:22])=[C:13]([CH2:16][O:17][C:18](=[O:20])[CH3:19])[CH2:14][S:15][C@H:10]12)=O)(O)=O.Cl.NC1C(=O)N2C(C(OC(C)(C)C)=O)=C(COC(=O)C)CS[C@H]12>>[NH2:8][CH:9]1[C:28](=[O:29])[N:11]2[C:12]([C:21]([O:23][C:24]([CH3:26])([CH3:25])[CH3:27])=[O:22])=[C:13]([CH2:16][O:17][C:18](=[O:20])[CH3:19])[CH2:14][S:15][C@H:10]12 |f:1.2|. Procedure: In accordance with the procedure of Example 2, t-butyl 7-(2-carboxybenzamido)-3-acetoxymethyl-3-cephem-4-carboxylate is converted to t-butyl 7-amino-3-acetoxymethyl-3-cephem-4-carboxylate hydrochloride, which is converted to the free amine by treatment with NaHCO3 and extraction with chloroform. M.p., ir and nmr spectra are in agreement with an authentic sample prepared according to the method of R. J. Stedman, J. Med. Chem., (1966) p. 444.